This data is from the Open Reaction Database (ORD), a public repository of structured organic reaction records. The task is: describe an organic reaction: reactants, conditions, products, and yield Starting materials: C1(=CC=C(C=C1)S(=O)(=O)NC(CC(=O)OCC)C=1C=NC=CC1)C (ethyl β-(p-toluenesulfonamido)-β-(3-pyridyl)propionate), [H-].[H-].[H-].[H-].[Al+3].[Li+] (lithium aluminum tetrahydride), [Cl-].[Na+] (sodium chloride). Solvent: C(OC)COC (glyme). Reaction conditions: time 8 hour. Yields the product C1(=CC=C(C=C1)S(=O)(=O)NC(CCO)C=1C=NC=CC1)C (3-(p-toluenesulfonamido)-3-(3-pyridyl)propanol). Yield: 94.9%. RXN SMILES: [C:1]1([CH3:24])[CH:6]=[CH:5][C:4]([S:7]([NH:10][CH:11]([C:18]2[CH:19]=[N:20][CH:21]=[CH:22][CH:23]=2)[CH2:12][C:13](OCC)=[O:14])(=[O:9])=[O:8])=[CH:3][CH:2]=1.[H-].[H-].[H-].[H-].[Al+3].[Li+].[Cl-].[Na+]>C(COC)OC>[C:1]1([CH3:24])[CH:2]=[CH:3][C:4]([S:7]([NH:10][CH:11]([C:18]2[CH:19]=[N:20][CH:21]=[CH:22][CH:23]=2)[CH2:12][CH2:13][OH:14])(=[O:9])=[O:8])=[CH:5][CH:6]=1 |f:1.2.3.4.5.6,7.8|. Reported procedure: 89.7 g (0.26 mole) of the sulfonamide was added to a suspension of 12.7 g (0.34 mole) of lithium aluminum tetrahydride in 1250 ml of dry glyme. The mixture was stirred and heated under reflux for 1.5 hours. A saturated sodium chloride solution was added at a temperature of from 0° to 5° C. and the mixture stirred and heated under reflux for 30 additional minutes. The insolubles were removed by filtration after standing overnight and the cake was washed with 200 ml of boiling glyme followed by tw... The reactants are O1CCOCC1 (dioxane), C1(CCCCC1)P(C1=C(C=CC=C1)C1=C(C=C(C=C1C(C)C)C(C)C)C(C)C)C1CCCCC1 (2-dicyclohexylphosphino-2′,4′,6′-triisopropylbiphenyl), BrC1=C(C=CC=C1C)C(=O)C1=C(C=CC=C1)C ((2-bromo-3-methylphenyl)(o-tolyl)methanone), O1CCN(CC1)C=1C(=NC2=CC=C(C=C2C1)B1OC(C(O1)(C)C)(C)C)N (3-morpholino-6-(4,4,5,5-tetramethyl-1,3,2-dioxaborolan-2-yl)quinolin-2-amine). Reagents/catalysts: C=1C=CC(=CC1)/C=C/C(=O)/C=C/C2=CC=CC=C2.C=1C=CC(=CC1)/C=C/C(=O)/C=C/C2=CC=CC=C2.C=1C=CC(=CC1)/C=C/C(=O)/C=C/C2=CC=CC=C2.[Pd].[Pd] (Pd2(dba)3). Run in O (water). Conditions: temperature 140 celsius. Product: NC1=NC2=CC=C(C=C2C=C1N1CCOCC1)C1=C(C=CC=C1C)C(=O)C1=C(C=CC=C1)C ((2-(2-amino-3-morpholinoquinolin-6-yl)-3-methylphenyl)(o-tolyl)methanone). As a reaction SMILES: C1(P(C2CCCCC2)C2C=CC=CC=2C2C(C(C)C)=CC(C(C)C)=CC=2C(C)C)CCCCC1.Br[C:36]1[C:41]([CH3:42])=[CH:40][CH:39]=[CH:38][C:37]=1[C:43]([C:45]1[CH:50]=[CH:49][CH:48]=[CH:47][C:46]=1[CH3:51])=[O:44].[O:52]1[CH2:57][CH2:56][N:55]([C:58]2[C:59]([NH2:77])=[N:60][C:61]3[C:66]([CH:67]=2)=[CH:65][C:64](B2OC(C)(C)C(C)(C)O2)=[CH:63][CH:62]=3)[CH2:54][CH2:53]1.O1CCOCC1>C1C=CC(/C=C/C(/C=C/C2C=CC=CC=2)=O)=CC=1.C1C=CC(/C=C/C(/C=C/C2C=CC=CC=2)=O)=CC=1.C1C=CC(/C=C/C(/C=C/C2C=CC=CC=2)=O)=CC=1.[Pd].[Pd].O>[NH2:77][C:59]1[C:58]([N:55]2[CH2:56][CH2:57][O:52][CH2:53][CH2:54]2)=[CH:67][C:66]2[C:61](=[CH:62][CH:63]=[C:64]([C:36]3[C:41]([CH3:42])=[CH:40][CH:39]=[CH:38][C:37]=3[C:43]([C:45]3[CH:50]=[CH:49][CH:48]=[CH:47][C:46]=3[CH3:51])=[O:44])[CH:65]=2)[N:60]=1 |f:4.5.6.7.8|. Procedure details: A mixture of 2-dicyclohexylphosphino-2′,4′,6′-triisopropylbiphenyl (0.013 g, 0.028 mmol), (2-bromo-3-methylphenyl)(o-tolyl)methanone (0.16 g, 0.563 mmol), 3-morpholino-6-(4,4,5,5-tetramethyl-1,3,2-dioxaborolan-2-yl)quinolin-2-amine (0.050 g, 0.141 mmol), Pd2(dba)3 (6.44 mg, 7.04 μmol) were treated with dioxane (0.94 mL) and water (0.47 mL) in a medium-sized Smith synthesizer vial. The mixture was heated to 140° C. for 12 min in a microwave reactor. The reaction mixture was filtered then partitio... Reactants: [C@H]12[C@H](NC[C@@H]2C1)CNC(=O)C1=C(N=C2SC=CN21)C (6-Methyl-imidazo[2,1-b]thiazole-5-carboxylic acid [(1S,2S,5R)-1-(3-aza-bicyclo[3.1.0]hex-2-yl)methyl]-amide), N1(N=CC=C1)C1=C(C(=O)O)C=CC=C1 (2-Pyrazol-1-yl-benzoic acid). Yields the product N1(N=CC=C1)C1=C(C(=O)N2[C@@H]([C@H]3C[C@H]3C2)CNC(=O)C2=C(N=C3SC=CN32)C)C=CC=C1 (6-Methyl-imidazo[2,1-b]thiazole-5-carboxylic acid[(1S,2S,5R)-3-(2-pyrazol-1-yl-benzoyl)-3-aza-bicyclo[3.1.0]hex-2-ylmethyl]-amide). Reaction SMILES: [C@H:1]12[CH2:6][C@H:5]1[CH2:4][NH:3][C@@H:2]2[CH2:7][NH:8][C:9]([C:11]1[N:18]2[C:14]([S:15][CH:16]=[CH:17]2)=[N:13][C:12]=1[CH3:19])=[O:10].[N:20]1([C:25]2[CH:33]=[CH:32][CH:31]=[CH:30][C:26]=2[C:27](O)=[O:28])[CH:24]=[CH:23][CH:22]=[N:21]1>>[N:20]1([C:25]2[CH:33]=[CH:32][CH:31]=[CH:30][C:26]=2[C:27]([N:3]2[CH2:4][C@H:5]3[C@H:1]([CH2:6]3)[C@H:2]2[CH2:7][NH:8][C:9]([C:11]2[N:18]3[C:14]([S:15][CH:16]=[CH:17]3)=[N:13][C:12]=2[CH3:19])=[O:10])=[O:28])[CH:24]=[CH:23][CH:22]=[N:21]1. Reported procedure: prepared by reaction of 6-Methyl-imidazo[2,1-b]thiazole-5-carboxylic acid [(1S,2S,5R)-1-(3-aza-bicyclo[3.1.0]hex-2-yl)methyl]-amide with 2-Pyrazol-1-yl-benzoic acid. LC-MS (basic): tR=1.20 min; [M+H]+=447.1. Starting materials: COC1=C(C=CC=C1)C1=CC(=NC(=N1)S(=O)C)C(=O)N (6-(2-Methoxyphenyl)-2-(methylsulfinyl)pyrimidine-4-carboxamide), CCN(C(C)C)C(C)C (DIPEA), Cl.CNC (dimethylamine hydrochloride). The solvent is O1CCOCC1 (1,4-dioxane). Run at temperature 85 celsius. Yields the product CN(C1=NC(=CC(=N1)C(=O)N)C1=C(C=CC=C1)OC)C (2-(dimethylamino)-6-(2-methoxyphenyl)pyrimidine-4-carboxamide). As a reaction SMILES: [CH3:1][O:2][C:3]1[CH:8]=[CH:7][CH:6]=[CH:5][C:4]=1[C:9]1[N:14]=[C:13](S(C)=O)[N:12]=[C:11]([C:18]([NH2:20])=[O:19])[CH:10]=1.C[CH2:22][N:23](C(C)C)[CH:24](C)C.Cl.CNC>O1CCOCC1>[CH3:22][N:23]([CH3:24])[C:13]1[N:12]=[C:11]([C:18]([NH2:20])=[O:19])[CH:10]=[C:9]([C:4]2[CH:5]=[CH:6][CH:7]=[CH:8][C:3]=2[O:2][CH3:1])[N:14]=1 |f:2.3|. Procedure: 6-(2-Methoxyphenyl)-2-(methylsulfinyl)pyrimidine-4-carboxamide (46 mg, 0.15 mmol), 1,4-dioxane (2 mL), DIPEA (80 μL, 0.45 mmol), and dimethylamine hydrochloride (26 mg, 0.3 mmol) were added to a vial (8 mL). The vial was sealed and heated at 85° C. for two days. After the reaction solution cooled to room temperature, the solvent was removed under vacuum in a Savant SpeedVac. The resulting residue was purified by Prep. HPLC. 1H NMR (300 MHz, CDCl3) δ 7.95 (q, J=7.8, 1.8 Hz, 1H), 7.88 (s, 1H), 7.7... Starting materials: CC1(OC2=CC=C(C=C2C(C1)=O)C(=O)OC)COC1=CC=C(C=C1)[N+](=O)[O-] (methyl 2-methyl-2-(4-nitrophenoxymethyl)-4-oxochroman-6-carboxylate), CO (methanol). Reagents/catalysts: [Pd] (palladium-on-carbon). The solvent is C1=CC=CC=C1 (benzene). Product: NC1=CC=C(OCC2(OC3=CC=C(C=C3C(C2)=O)C(=O)OC)C)C=C1 (Methyl 2-(4-aminophenoxymethyl)-2-methyl-4-oxochroman-6-carboxylate). The yield is 79.4%. Reaction SMILES: [CH3:1][C:2]1([CH2:17][O:18][C:19]2[CH:24]=[CH:23][C:22]([N+:25]([O-])=O)=[CH:21][CH:20]=2)[CH2:11][C:10](=[O:12])[C:9]2[C:4](=[CH:5][CH:6]=[C:7]([C:13]([O:15][CH3:16])=[O:14])[CH:8]=2)[O:3]1.CO>[Pd].C1C=CC=CC=1>[NH2:25][C:22]1[CH:21]=[CH:20][C:19]([O:18][CH2:17][C:2]2([CH3:1])[CH2:11][C:10](=[O:12])[C:9]3[C:4](=[CH:5][CH:6]=[C:7]([C:13]([O:15][CH3:16])=[O:14])[CH:8]=3)[O:3]2)=[CH:24][CH:23]=1. Reported procedure: Following a procedure similar to that described in Preparation 4, 10 g of methyl 2-methyl-2-(4-nitrophenoxymethyl)-4-oxochroman-6-carboxylate (prepared as described in Preparation 43) were hydrogenated, using 2 g of 10% w/w palladium-on-carbon, 100 ml of methanol and 200 ml of benzene, to afford 7.3 g of the title compound as a pale yellow oil. Starting materials: O=C(O)Cc1cn(Cc2ccccc2)c2ccc(Br)cc12, OB(O)c1ccccc1. Product: O=C(O)Cc1cn(Cc2ccccc2)c2ccc(-c3ccccc3)cc12. Reaction SMILES: [Br:1][c:2]1[cH:3][c:4]2[c:5]([CH2:18][C:19](=[O:20])[OH:21])[cH:6][n:7]([CH2:11][c:12]3[cH:13][cH:14][cH:15][cH:16][cH:17]3)[c:8]2[cH:9][cH:10]1.[OH:22][B:23]([OH:24])[c:25]1[cH:26][cH:27][cH:28][cH:29][cH:30]1>>[c:2]1(-[c:25]2[cH:26][cH:27][cH:28][cH:29][cH:30]2)[cH:3][c:4]2[c:5]([CH2:18][C:19](=[O:20])[OH:21])[cH:6][n:7]([CH2:11][c:12]3[cH:13][cH:14][cH:15][cH:16][cH:17]3)[c:8]2[cH:9][cH:10]1.